Dataset: the Open Reaction Database (ORD), a public repository of structured organic reaction records. Task: describe an organic reaction: reactants, conditions, products, and yield Starting materials: [BH4-], O=C(c1ccc(Cl)cc1)N1CCC(N(Cc2ccnc3ccccc23)C(=O)C(F)(F)F)CC1Cc1ccccc1, [Na+]. The product is O=C(c1ccc(Cl)cc1)N1CCC(NCc2ccnc3ccccc23)CC1Cc1ccccc1. Reaction SMILES: [BH4-:41].[CH2:1]([c:2]1[cH:3][cH:4][cH:5][cH:6][cH:7]1)[CH:8]1[N:9]([C:32]([c:33]2[cH:34][cH:35][c:36]([Cl:39])[cH:37][cH:38]2)=[O:40])[CH2:10][CH2:11][CH:12]([N:14]([C:15](=[O:16])[C:17]([F:18])([F:19])[F:20])[CH2:21][c:22]2[cH:23][cH:24][n:25][c:26]3[cH:27][cH:28][cH:29][cH:30][c:31]23)[CH2:13]1.[Na+:42]>>[CH2:1]([c:2]1[cH:3][cH:4][cH:5][cH:6][cH:7]1)[CH:8]1[N:9]([C:32]([c:33]2[cH:34][cH:35][c:36]([Cl:39])[cH:37][cH:38]2)=[O:40])[CH2:10][CH2:11][CH:12]([NH:14][CH2:21][c:22]2[cH:23][cH:24][n:25][c:26]3[cH:27][cH:28][cH:29][cH:30][c:31]23)[CH2:13]1.